From a dataset of the Open Reaction Database (ORD), a public repository of structured organic reaction records. describe an organic reaction: reactants, conditions, products, and yield The reactants are O=C(Cl)c1ccccc1, CN1C(=O)CNN(c2cc(Cl)c(C(C#N)c3ccc(Cl)cc3)c(Cl)c2)C1=O, c1ccncc1. The product is CN1C(=O)CN(C(=O)c2ccccc2)N(c2cc(Cl)c(C(C#N)c3ccc(Cl)cc3)c(Cl)c2)C1=O. As a reaction SMILES: [C:28]([c:29]1[cH:30][cH:31][cH:32][cH:33][cH:34]1)(=[O:35])[Cl:36].[Cl:1][c:2]1[c:3]([CH:18]([C:19]#[N:20])[c:21]2[cH:22][cH:23][c:24]([Cl:27])[cH:25][cH:26]2)[c:4]([Cl:17])[cH:5][c:6]([N:8]2[NH:9][CH2:10][C:11](=[O:16])[N:12]([CH3:15])[C:13]2=[O:14])[cH:7]1.[cH:37]1[cH:38][cH:39][n:40][cH:41][cH:42]1>>[Cl:1][c:2]1[c:3]([CH:18]([C:19]#[N:20])[c:21]2[cH:22][cH:23][c:24]([Cl:27])[cH:25][cH:26]2)[c:4]([Cl:17])[cH:5][c:6]([N:8]2[N:9]([C:28]([c:29]3[cH:30][cH:31][cH:32][cH:33][cH:34]3)=[O:35])[CH2:10][C:11](=[O:16])[N:12]([CH3:15])[C:13]2=[O:14])[cH:7]1. Reactants: FC1=C(C=CC=C1)NCC(=O)OCC1=CC=CC=C1 (Benzyl 2-((2-Fluorophenyl)amino)acetate). The reagents and catalysts are [Pd] (Pd/C). Run in CO (methanol), CO (methanol). Run at time 8 hour. Product: FC1=C(C=CC=C1)NCC(=O)O (2-((2-Fluorophenyl)amino)acetic Acid). Yield: 97.4%. As a reaction SMILES: [F:1][C:2]1[CH:7]=[CH:6][CH:5]=[CH:4][C:3]=1[NH:8][CH2:9][C:10]([O:12]CC1C=CC=CC=1)=[O:11]>CO.[Pd]>[F:1][C:2]1[CH:7]=[CH:6][CH:5]=[CH:4][C:3]=1[NH:8][CH2:9][C:10]([OH:12])=[O:11]. Procedure: To a suspension of 10% Pd/C (200 mg) in reagent grade methanol (25 mL) which was degassed was added a solution of benzyl 2-((2-fluorophenyl)amino)acetate from Example 48 (2.0 g, 7.71 mmol) in methanol (10+5 mL). The solution was degassed, a balloon of hydrogen gas was added, and then the reaction mixture was stirred for 8 h at rt. The reaction mixture was filtered though celite and then concentrated to yield 1.27 g (97%) of the title compound as a white solid: mp 125.7°-126.6° C. (lit. 122°-123°... The reactants are [Al+3], COC(=O)C(=O)[O-], [Cl-], [Cl-], [Cl-], [Cl-], Cl, Fc1cccc(F)c1, S=C=S. The product is COC(=O)C(=O)c1ccc(F)cc1F. As a reaction SMILES: [Al+3:10].[C:14]([C:15](=[O:16])[O-:17])(=[O:18])[O:19][CH3:20].[Cl-:11].[Cl-:12].[Cl-:13].[Cl-:9].[ClH:21].[F:1][c:2]1[cH:3][cH:4][cH:5][c:6]([F:7])[cH:8]1.[S:22]=[C:23]=[S:24]>>[F:1][c:2]1[c:3]([C:15]([C:14](=[O:18])[O:19][CH3:20])=[O:16])[cH:4][cH:5][c:6]([F:7])[cH:8]1. As a reaction SMILES: [F:1][C:2]1[CH:16]=[CH:15][C:5]([C:6]([CH:8]2[CH2:14][CH2:13][CH2:12][NH:11][CH2:10][CH2:9]2)=[O:7])=[CH:4][CH:3]=1.[Cl:17][CH2:18][CH2:19][C:20]1[C:21]([CH3:32])=[N:22][C:23]2[N:24]([CH:27]=[N:28][C:29]=2[C:30]#[N:31])[C:25]=1[OH:26].C(=O)([O-])[O-].[Na+].[Na+].[I-].[K+]>CC(C)CC(=O)C>[ClH:17].[C:30]([C:29]1[N:28]=[CH:27][N:24]2[C:25]([OH:26])=[C:20]([CH2:19][CH2:18][N:11]3[CH2:12][CH2:13][CH2:14][CH:8]([C:6](=[O:7])[C:5]4[CH:4]=[CH:3][C:2]([F:1])=[CH:16][CH:15]=4)[CH2:9][CH2:10]3)[C:21]([CH3:32])=[N:22][C:23]=12)#[N:31] |f:2.3.4,5.6,8.9|. Run in CC(CC(C)=O)C (4-methyl-2-pentanone). Product: Cl.C(#N)C=1N=CN2C1N=C(C(=C2O)CCN2CCC(CCC2)C(C2=CC=C(C=C2)F)=O)C (8-Cyano-3-{2-[4-(4-fluorobenzoyl)perhydro-1-azepinyl]ethyl}-4-hydroxy-2-methylimidazo[1,5-a]pyrimidine hydrochloride). Isolated yield 35.0%. Procedure: The compound obtained in Stage F, 9.7 g of 3-(2-chloroethyl)-8-cyano-4-hydroxy-2-methylimidazo[1,5-a]-pyrimidine, 23 g of sodium carbonate, 0.5 g of potassium iodide and 800 ml of 4-methyl-2-pentanone are brought to reflux. The procedure then adopted is as described in Example 1, Stage C, to obtain the expected hydrochloride. Starting materials: FC1=CC=C(C(=O)C2CCNCCC2)C=C1 (4-(4-Fluorobenzoyl)perhydroazepine), [I-].[K+] (potassium iodide), ClCCC=1C(=NC=2N(C1O)C=NC2C#N)C (3-(2-chloroethyl)-8-cyano-4-hydroxy-2-methylimidazo[1,5-a]-pyrimidine), C([O-])([O-])=O.[Na+].[Na+] (sodium carbonate). Reactants: CCC(=O)C1=C(O)CC(c2c(C)cc(C)c([N+](=O)[O-])c2C)CC1=O, CCO, [Na+], [Na+], [Na+], [OH-], O=S([O-])S(=O)[O-]. Yields the product CCC(=O)C1=C(O)CC(c2c(C)cc(C)c(N)c2C)CC1=O. As a reaction SMILES: [C:9]([CH2:10][CH3:11])(=[O:12])[C:13]1=[C:18]([OH:19])[CH2:17][CH:16]([c:20]2[c:21]([CH3:31])[c:22]([N+:28]([O-:29])=[O:30])[c:23]([CH3:27])[cH:24][c:25]2[CH3:26])[CH2:15][C:14]1=[O:32].[CH3:35][CH2:36][OH:37].[Na+:34].[Na+:7].[Na+:8].[OH-:33].[S:1]([S:2]([O-:3])=[O:4])([O-:5])=[O:6]>>[C:9]([CH2:10][CH3:11])(=[O:12])[C:13]1=[C:18]([OH:19])[CH2:17][CH:16]([c:20]2[c:21]([CH3:31])[c:22]([NH2:28])[c:23]([CH3:27])[cH:24][c:25]2[CH3:26])[CH2:15][C:14]1=[O:32]. Reactants: BrB(Br)Br, CCCc1ccc(O)c(OC)c1, ClCCl. The product is CCCc1ccc(O)c(O)c1. As a reaction SMILES: [B:13]([Br:14])([Br:15])[Br:16].[CH3:1][O:2][c:3]1[c:4]([OH:12])[cH:5][cH:6][c:7]([CH2:9][CH2:10][CH3:11])[cH:8]1.[Cl:17][CH2:18][Cl:19]>>[OH:2][c:3]1[c:4]([OH:12])[cH:5][cH:6][c:7]([CH2:9][CH2:10][CH3:11])[cH:8]1. The reactants are ClC1(C(=C(C(=C1Cl)Cl)Cl)Cl)Cl (hexachlorocyclopentadiene), Cl(EtO)2PO, P(OCC)(OCC)OCC (triethyl phosphite), P(OCC)([O-])(=O)Cl (ethyl phosphorochloridate). Run in petroleum ether, 3, ice water. Product: ClC1=C(C(=C(C1(CC)Cl)Cl)Cl)Cl (1,2,3,4,5-pentachloro-5-ethylcyclopentadiene). Isolated yield 93.4%. RXN SMILES: Cl[C:2]1([Cl:11])[C:6]([Cl:7])=[C:5]([Cl:8])[C:4]([Cl:9])=[C:3]1[Cl:10].P(OCC)(OCC)O[CH2:14][CH3:15].P(Cl)(=O)([O-])OCC>>[Cl:10][C:3]1[C:2]([Cl:11])([CH2:14][CH3:15])[C:6]([Cl:7])=[C:5]([Cl:8])[C:4]=1[Cl:9]. Procedure details: A solution of 272.8 g. (1.0 mole) of hexachlorocyclopentadiene in 300 ml. of petroleum ether (pentane range) was charged to a 2 liter 3 neck flask equipped with stirrer, thermometer, dropping funnel and an exit line protected with a drying tube. The flask was immersed in ice-water and triethyl phosphite (182.8 g., 1.1 mole) was added slowly from the dropping funnel at such a rate that the temperature of the reaction mixture did not exceed +15°C. After the addition was completed (which required 5...